Dataset: the Open Reaction Database (ORD), a public repository of structured organic reaction records. Task: describe an organic reaction: reactants, conditions, products, and yield Starting materials: ice, II (iodine), [I-].[K+] (potassium iodide), C(=S)=S (Carbon disulfide), IC (iodomethane), [H-].[Na+] (sodium hydride), N\C(=C/C(=O)OCC)\C(F)(F)F (Ethyl 3-amino-4,4,4-trifluorocrotonate), N1=CC=CC=C1 (pyridine). The solvent is O (water), CN(C=O)C (N,N-dimethylformamide), CN(C=O)C (N,N-dimethylformamide), CN(C=O)C (N,N-dimethylformamide). Reaction conditions: temperature -7 celsius. Product: CSC1=C(C(=NS1)C(F)(F)F)C(=O)OCC (Ethyl 5-Methylthio-3-(trifluoromethyl)isothiazole-4-carboxylate). RXN SMILES: [NH2:1]/[C:2](/[C:9]([F:12])([F:11])[F:10])=[CH:3]\[C:4]([O:6][CH2:7][CH3:8])=[O:5].[H-].[Na+].[C:15](=[S:17])=[S:16].IC.N1C=CC=C[CH:21]=1.II.[I-].[K+]>CN(C)C=O.O>[CH3:21][S:16][C:15]1[S:17][N:1]=[C:2]([C:9]([F:10])([F:11])[F:12])[C:3]=1[C:4]([O:6][CH2:7][CH3:8])=[O:5] |f:1.2,7.8|. Procedure: The general procedure of Krebs, Aust. J. Chem., 42, 1291 (1989) was employed. Ethyl 3-amino-4,4,4-trifluorocrotonate (9.16 g, 50 mmol) was dissolved in 30 mL of N,N-dimethylformamide and 1.2 g of 60 percent in mineral oil sodium hydride (50 mmol) was added in small portions with stirring and cooling to keep the temperature around 25° C. The mixture was stirred for about 1 hr until the evolution of gas had essentially ceased and was then cooled to -7° C. Carbon disulfide (4.19 g, 55 mmol) in 4 mL... Starting materials: ClC1=C(C=CC(=C1)Cl)C=1N=C(C(=NC1CC)N[C@@H]1CN(C[C@@H]1OC(C1=CC=C(C=C1)[N+](=O)[O-])=O)C(=O)OCC1=CC=CC=C1)CC (benzyl (cis)-3-{[5-(2,4-dichlorophenyl)-3,6-diethylpyrazin-2-yl]amino}-4-[(4-nitrobenzoyl)oxy]pyrrolidine-1-carboxylate), [Li+].[OH-] (LiOH), C([O-])(O)=O.[Na+] (sodium bicarbonate). The solvent is O1CCCC1 (tetrahydofuran), CO (methanol). Run at time 45 minute. Product: ClC1=C(C=CC(=C1)Cl)C=1N=C(C(=NC1CC)N[C@@H]1CN(C[C@@H]1O)C(=O)OCC1=CC=CC=C1)CC (benzyl (cis)-3-{[5-(2,4-dichlorophenyl)-3,6-diethylpyrazin-2-yl]amino}-4-hydroxypyrrolidine-1-carboxylate). The yield is 49.8%. RXN SMILES: [Cl:1][C:2]1[CH:7]=[C:6]([Cl:8])[CH:5]=[CH:4][C:3]=1[C:9]1[N:10]=[C:11]([CH2:45][CH3:46])[C:12]([NH:17][C@H:18]2[C@@H:22]([O:23]C(=O)C3C=CC([N+]([O-])=O)=CC=3)[CH2:21][N:20]([C:35]([O:37][CH2:38][C:39]3[CH:44]=[CH:43][CH:42]=[CH:41][CH:40]=3)=[O:36])[CH2:19]2)=[N:13][C:14]=1[CH2:15][CH3:16].[Li+].[OH-].C(=O)(O)[O-].[Na+]>O1CCCC1.CO>[Cl:1][C:2]1[CH:7]=[C:6]([Cl:8])[CH:5]=[CH:4][C:3]=1[C:9]1[N:10]=[C:11]([CH2:45][CH3:46])[C:12]([NH:17][C@H:18]2[C@@H:22]([OH:23])[CH2:21][N:20]([C:35]([O:37][CH2:38][C:39]3[CH:40]=[CH:41][CH:42]=[CH:43][CH:44]=3)=[O:36])[CH2:19]2)=[N:13][C:14]=1[CH2:15][CH3:16] |f:1.2,3.4|. Procedure: To a solution of benzyl (cis)-3-{[5-(2,4-dichlorophenyl)-3,6-diethylpyrazin-2-yl]amino}-4-[(4-nitrobenzoyl)oxy]pyrrolidine-1-carboxylate (3.17 g) in tetrahydofuran (38 ml) and methanol (3 ml) was added LiOH (1M(aq), 38 ml). The reaction mixture stirred 45 min and was poured into saturated sodium bicarbonate (100 ml). The aqueous layer was extracted ethyl acetate (2×200 ml), dried MgSO4, filtered and concentrated. MPLC chromatography on a biotage 40M column with 20-60% ethyl acetate/heptane provi... Reactants: CN1C(=CC2=CC=CC=C12)C(=O)O (1-methyl-1H-2-indolecarboxylic acid), CC1(OB(OC1(C)C)C1=CC=C(N)C=C1)C (4-(4,4,5,5-tetramethyl-1,3,2-dioxaborolan-2-yl)aniline), C(C)(C)N(CC)C(C)C (diisopropylethylamine), C(C(=O)Cl)(=O)Cl (oxalyl chloride). The reagents and catalysts are CN(C=O)C (dimethylformamide). Run in ClCCl (dichloromethane), ClCCl (dichloromethane). The product is CN1C(=CC2=CC=CC=C12)C(=O)NC1=CC=C(C=C1)B1OC(C(O1)(C)C)(C)C (1-methyl-N-[4-(4,4,5,5-tetramethyl-1,3,2-dioxaborolan-2-yl)phenyl]-1H-indole-2-carboxamide). Yield: 70.2%. As a reaction SMILES: C(Cl)(=O)C(Cl)=O.[CH3:7][N:8]1[C:16]2[C:11](=[CH:12][CH:13]=[CH:14][CH:15]=2)[CH:10]=[C:9]1[C:17]([OH:19])=O.[CH3:20][C:21]1([CH3:35])[C:25]([CH3:27])([CH3:26])[O:24][B:23]([C:28]2[CH:34]=[CH:33][C:31]([NH2:32])=[CH:30][CH:29]=2)[O:22]1.C(N(C(C)C)CC)(C)C>CN(C)C=O.ClCCl>[CH3:7][N:8]1[C:16]2[C:11](=[CH:12][CH:13]=[CH:14][CH:15]=2)[CH:10]=[C:9]1[C:17]([NH:32][C:31]1[CH:30]=[CH:29][C:28]([B:23]2[O:24][C:25]([CH3:27])([CH3:26])[C:21]([CH3:35])([CH3:20])[O:22]2)=[CH:34][CH:33]=1)=[O:19]. Procedure details: A mixture of oxalyl chloride (0.35 mL) and dimethylformamide (1 drop) was added to a solution of 1-methyl-1H-2-indolecarboxylic acid (440 mg, 2.51 mmol) in dichloromethane (10 mL). After one hour the mixture was evaporated, dissolved in dichloromethane (10 mL), and added to a mixture of 4-(4,4,5,5-tetramethyl-1,3,2-dioxaborolan-2-yl)aniline (500 mg, 2.28 mmol) and diisopropylethylamine (0.35 mL) in dichloromethane (10 mL). After 16 hours the mixture was washed with water (10 mL), dried (MgSO4), ... The reactants are C1(CC1)C=O (cyclopropanecarboxaldehyde), N1CCC(C(=O)OCC)CC1 (ethyl isonipecotate). Yields the product C1(CC1)CN1CCC(CC1)C(=O)O (1-Cyclopropylmethyl-piperidine-4-carboxylic Acid). RXN SMILES: [CH:1]1([CH:4]=O)[CH2:3][CH2:2]1.[NH:6]1[CH2:16][CH2:15][CH:9]([C:10]([O:12]CC)=[O:11])[CH2:8][CH2:7]1>>[CH:1]1([CH2:4][N:6]2[CH2:7][CH2:8][CH:9]([C:10]([OH:12])=[O:11])[CH2:15][CH2:16]2)[CH2:3][CH2:2]1. Procedure details: The title compound was prepared from cyclopropanecarboxaldehyde and ethyl isonipecotate using similar procedures to those described for Example E15. Starting materials: CN(C)C=O (DMF), C(C)(C)(C)OC(NC=1SC(=CN1)Br)=O ((5-Bromo-thiazol-2-yl)-carbamic acid tert-butyl ester), tributyl (vinyl)stannate, C1CCOC1 (THF), tetrakis(triphenylphospine)palladium, [Cl-].[Li+] (lithium chloride), C1CCOC1 (THF). Yields the product C(C)(C)(C)OC(NC=1SC(=CN1)C=C)=O ((5-Vinyl-thiazol-2-yl)-carbamic acid tert-butyl ester). As a reaction SMILES: [C:1]([O:5][C:6](=[O:14])[NH:7][C:8]1[S:9][C:10](Br)=[CH:11][N:12]=1)([CH3:4])([CH3:3])[CH3:2].[Cl-].[Li+].CN(C=O)C.[CH2:22]1COC[CH2:23]1>>[C:1]([O:5][C:6](=[O:14])[NH:7][C:8]1[S:9][C:10]([CH:22]=[CH2:23])=[CH:11][N:12]=1)([CH3:4])([CH3:3])[CH3:2] |f:1.2|. Reported procedure: (5-Bromo-thiazol-2-yl)-carbamic acid tert-butyl ester (0.200 g, 0.71 mmol), tetrakis(triphenylphospine)palladium (0.042 g, 0.036 mmol), lithium chloride (0.91 g, 2.14 mmol), and tributyl (vinyl)stannate (0.68 g, 2.14 mmol) were taken in 8 mL of THF and 8 mL of DMF and reflux for 2 hrs. After completion of reaction THF was removed under reduced pressure on ratavapour and the residue was partioned between ethyl acetate (20 mL) and water (20 mL). The layers were separated. Aq. Layer was extracted w...